This data is from the Open Reaction Database (ORD), a public repository of structured organic reaction records. The task is: describe an organic reaction: reactants, conditions, products, and yield Reactants: COc1cc(Cl)c(CBr)c(Cl)c1, CC(C)(C)[Si](C)(C)OC1CCC(N2CCCC2=O)CC1. Yields the product COc1cc(Cl)c(CC2CCN(C3CCC(O[Si](C)(C)C(C)(C)C)CC3)C2=O)c(Cl)c1. Reaction SMILES: [Br:21][CH2:22][c:23]1[c:24]([Cl:32])[cH:25][c:26]([O:30][CH3:31])[cH:27][c:28]1[Cl:29].[C:1]([CH3:2])([CH3:3])([CH3:4])[Si:5]([O:6][CH:7]1[CH2:8][CH2:9][CH:10]([N:13]2[C:14](=[O:18])[CH2:15][CH2:16][CH2:17]2)[CH2:11][CH2:12]1)([CH3:19])[CH3:20]>>[C:1]([CH3:2])([CH3:3])([CH3:4])[Si:5]([O:6][CH:7]1[CH2:8][CH2:9][CH:10]([N:13]2[C:14](=[O:18])[CH:15]([CH2:22][c:23]3[c:24]([Cl:32])[cH:25][c:26]([O:30][CH3:31])[cH:27][c:28]3[Cl:29])[CH2:16][CH2:17]2)[CH2:11][CH2:12]1)([CH3:19])[CH3:20]. The reactants are CCI, CC(C)=O, Clc1nsnc1-c1cccnc1. The product is CC[n+]1cccc(-c2nsnc2Cl)c1, [I-]. RXN SMILES: [CH2:13]([CH3:14])[I:15].[CH3:16][C:17](=[O:18])[CH3:19].[Cl:1][c:2]1[c:3](-[c:7]2[cH:8][n:9][cH:10][cH:11][cH:12]2)[n:4][s:5][n:6]1>>[Cl:1][c:2]1[c:3](-[c:7]2[cH:8][n+:9]([CH2:13][CH3:14])[cH:10][cH:11][cH:12]2)[n:4][s:5][n:6]1.[I-:15]. The reactants are CO, [Na+], [OH-], CC(C)CN(CC(O)COc1cccc2[nH]c3ccccc3c12)c1ccc(Oc2ccc(C(N)=O)cn2)cc1. The product is CC(C)CN(CC(O)COc1cccc2[nH]c3ccccc3c12)c1ccc(Oc2ccc(C(=O)O)cn2)cc1. As a reaction SMILES: [CH3:42][OH:43].[Na+:41].[OH-:40].[OH:1][CH:2]([CH2:3][O:4][c:5]1[cH:6][cH:7][cH:8][c:9]2[nH:10][c:11]3[cH:12][cH:13][cH:14][cH:15][c:16]3[c:17]12)[CH2:18][N:19]([CH2:20][CH:21]([CH3:22])[CH3:23])[c:24]1[cH:25][cH:26][c:27]([O:30][c:31]2[n:32][cH:33][c:34]([C:37]([NH2:38])=[O:39])[cH:35][cH:36]2)[cH:28][cH:29]1>>[OH:1][CH:2]([CH2:3][O:4][c:5]1[cH:6][cH:7][cH:8][c:9]2[nH:10][c:11]3[cH:12][cH:13][cH:14][cH:15][c:16]3[c:17]12)[CH2:18][N:19]([CH2:20][CH:21]([CH3:22])[CH3:23])[c:24]1[cH:25][cH:26][c:27]([O:30][c:31]2[n:32][cH:33][c:34]([C:37](=[O:39])[OH:40])[cH:35][cH:36]2)[cH:28][cH:29]1.